This data is from the Open Reaction Database (ORD), a public repository of structured organic reaction records. The task is: describe an organic reaction: reactants, conditions, products, and yield Starting materials: solid, BrC=1C=CC2=C(N(C=N2)C2=CC=C(C=C2)C(F)(F)F)C1 (6-bromo-1-(4-trifluoromethyl-phenyl)-1H-benzo[d]imidazole), BrC=1C=CC2=C(N(C=N2)C2=CC=C(C=C2)C(F)(F)F)C1 (6-bromo-1-(4-trifluoromethyl-phenyl)-1H-benzo[d]imidazole), ClC1=CC=C(C=C1)N1N=CC=C1B(O)O (1-(4-chloro-phenyl)-1H-pyrazol-5-ylboronic acid), ClC1=CC=C(C=C1)N1N=CC=C1B(O)O (1-(4-chloro-phenyl)-1H-pyrazol-5-ylboronic acid). Yields the product ClC1=CC=C(C=C1)N1N=CC=C1C=1C=CC2=C(N(C=N2)C2=CC=C(C=C2)C(F)(F)F)C1 (6-[2-(4-Chloro-phenyl)-2H-pyrazol-3-yl]-1-(4-trifluoromethyl-phenyl)-1H-benzoimidazole). Reaction SMILES: Br[C:2]1[CH:3]=[CH:4][C:5]2[N:9]=[CH:8][N:7]([C:10]3[CH:15]=[CH:14][C:13]([C:16]([F:19])([F:18])[F:17])=[CH:12][CH:11]=3)[C:6]=2[CH:20]=1.[Cl:21][C:22]1[CH:27]=[CH:26][C:25]([N:28]2[C:32](B(O)O)=[CH:31][CH:30]=[N:29]2)=[CH:24][CH:23]=1>>[Cl:21][C:22]1[CH:23]=[CH:24][C:25]([N:28]2[C:32]([C:2]3[CH:3]=[CH:4][C:5]4[N:9]=[CH:8][N:7]([C:10]5[CH:15]=[CH:14][C:13]([C:16]([F:19])([F:18])[F:17])=[CH:12][CH:11]=5)[C:6]=4[CH:20]=3)=[CH:31][CH:30]=[N:29]2)=[CH:26][CH:27]=1. Procedure: The title compound, light brown solid (37 mg, 29%), MS (ISP) m/z=439.4 [(M+H)+], mp 196° C., was prepared in accordance with the general method of example 1 from 6-bromo-1-(4-trifluoromethyl-phenyl)-1H-benzo[d]imidazole (intermediate I) (100 mg, 293 μmol) and 1-(4-chloro-phenyl)-1H-pyrazol-5-ylboronic acid (intermediate D) (71.7 mg, 322 μmol). Starting materials: C(C)OC(=O)C1=C(N=C(S1)NC(C)=O)C1=CC=CC=C1 (2-acetylamino-4-phenyl-thiazole-5-carboxylic acid ethyl ester), [OH-].[Na+] (NaOH), Cl (HCl), [Li+].[OH-] (LiOH). Run in O (water). Run at time 12 hour. Yields the product C(C)(=O)NC=1SC(=C(N1)C1=CC=CC=C1)C(=O)O (2-Acetylamino-4-phenyl-thiazole-5-carboxylic acid). RXN SMILES: C([O:3][C:4]([C:6]1[S:10][C:9]([NH:11][C:12](=[O:14])[CH3:13])=[N:8][C:7]=1[C:15]1[CH:20]=[CH:19][CH:18]=[CH:17][CH:16]=1)=[O:5])C.[OH-].[Na+].[Li+].[OH-].Cl>O>[C:12]([NH:11][C:9]1[S:10][C:6]([C:4]([OH:5])=[O:3])=[C:7]([C:15]2[CH:20]=[CH:19][CH:18]=[CH:17][CH:16]=2)[N:8]=1)(=[O:14])[CH3:13] |f:1.2,3.4|. Procedure: To 2.2 g (7.62 mmol) 2-acetylamino-4-phenyl-thiazole-5-carboxylic acid ethyl ester in 10 mL water is added 5 mL 4N NaOH and the mixture is allowed to stand at rt for 12 h. 1 g LiOH is added and the mixture is allowed to stand at rt for 2 h. The mixture is neutralized with aq. 2 N HCl solution and the precipitate is collected and washed with water and ACN to yield the desired product. Starting materials: [OH-].[Na+] (sodium hydroxide), COC(C(C(=O)OC)(F)F)(F)F (methyl 3-methoxytetrafluoropropionate), Cl (HCl). The solvent is O (water). Product: COC(C(C(=O)O)(F)F)(F)F (3-methoxytetrafluoropropionic acid). Isolated yield 73.4%. As a reaction SMILES: [OH-].[Na+].[CH3:3][O:4][C:5]([F:14])([F:13])[C:6]([F:12])([F:11])[C:7]([O:9]C)=[O:8].Cl>O>[CH3:3][O:4][C:5]([F:13])([F:14])[C:6]([F:11])([F:12])[C:7]([OH:9])=[O:8] |f:0.1|. Procedure: A mixture of 32 g sodium hydroxide, 400 g water and 152 g methyl 3-methoxytetrafluoropropionate was stirred at room temperature until a single liquid layer was obtained. The product was acidified with 37% aqueous HCl and the lower layer separated. The aqueous layer was extracted four times with 50 ml ethyl ether and the combined ether extracts and lower layer distilled to give 103.3 g (73.4%) 3-methoxytetrafluoropropionic acid, b.p. 85°-86° at 20 mm. The reactants are C(C)(=O)OCC (ethyl acetate), C(O)CN (ethanolamine), C(C)(C)(C)[Si](O[C@@H](COS(=O)(=O)C1=CC=C(C=C1)C)C=1C=NC(=CC1)Cl)(C)C ((R)-toluene-4-sulfonic acid 2-(tert-butyl-dimethyl-silanyloxy)-2-(6-chloro-pyridin-3-yl)-ethyl ester), C(C)(C)N(CC)C(C)C (diisopropylethylamine). Solvent: CS(=O)C (DMSO). The product is C(C)(C)(C)[Si](OC(CNCCO)C=1C=NC(=CC1)Cl)(C)C (2-[2-(tert-Butyl-dimethyl-silanyloxy)-2-(6-chloro-pyridin-3-yl)-ethylamino]-ethanol). RXN SMILES: [CH2:1]([CH2:3][NH2:4])[OH:2].[C:5]([Si:9]([CH3:32])([CH3:31])[O:10][C@H:11]([C:24]1[CH:25]=[N:26][C:27]([Cl:30])=[CH:28][CH:29]=1)[CH2:12]OS(C1C=CC(C)=CC=1)(=O)=O)([CH3:8])([CH3:7])[CH3:6].C(N(C(C)C)CC)(C)C.C(OCC)(=O)C>CS(C)=O>[C:5]([Si:9]([CH3:31])([CH3:32])[O:10][CH:11]([C:24]1[CH:25]=[N:26][C:27]([Cl:30])=[CH:28][CH:29]=1)[CH2:12][NH:4][CH2:3][CH2:1][OH:2])([CH3:6])([CH3:7])[CH3:8]. Procedure: A solution of ethanolamine (1.2 mL), (R)-toluene-4-sulfonic acid 2-(tert-butyl-dimethyl-silanyloxy)-2-(6-chloro-pyridin-3-yl)-ethyl ester (2.2 g) and diisopropylethylamine (1.3 mL) in DMSO (5 mL) was heated at 80° C. for 4 h. After cooling, the reaction solution was diluted into ethyl acetate, washed with water (2×), brine, dried (Na2SO4) and concentrated in vacuo to afford the title compound (I-3a) as an oil. The reactants are [NH4+].[Cl-] (NH4Cl), [NH4+].[Cl-] (NH4Cl), COC(=O)C1=CC2=C(OCCO2)C=C1[N+](=O)[O-] (7-nitro-2,3-dihydro-benzo[1,4]dioxine-6-carboxylic acid methyl ester), [NH4+].[Cl-] (NH4Cl). Reagents/catalysts: [Fe] (Fe), [Fe] (Fe), [Fe] (Fe). Run in CO (MeOH), O (H2O). Product: COC(=O)C1=CC2=C(OCCO2)C=C1N (7-Amino-2,3-dihydro-benzo[1.4]dioxine-6-carboxylic acid methyl ester). The yield is 90.5%. Reaction SMILES: [CH3:1][O:2][C:3]([C:5]1[C:14]([N+:15]([O-])=O)=[CH:13][C:8]2[O:9][CH2:10][CH2:11][O:12][C:7]=2[CH:6]=1)=[O:4].[NH4+].[Cl-]>CO.O.[Fe]>[CH3:1][O:2][C:3]([C:5]1[C:14]([NH2:15])=[CH:13][C:8]2[O:9][CH2:10][CH2:11][O:12][C:7]=2[CH:6]=1)=[O:4] |f:1.2|. Reported procedure: A mixture of 12.0 g (50.2 mmol) of 7-nitro-2,3-dihydro-benzo[1,4]dioxine-6-carboxylic acid methyl ester, 11.2 g (201 mmol) of powdered Fe and 13.3 g (257 mmol) of NH4Cl in 175 ml of MeOH and 70 mL of H2O was refluxed for 5.5 h. An additional 11.2 g of Fe and 13.3 g of NH4Cl was added and the mixture was heated for 5.5 h more. Finally, 5.5 g of Fe and 6.5 g of NH4Cl was added and the mixture was heated for 4 h. The cooled reaction was filtered through Celite, the pad was washed well with MeOH and... Reactants: OC1([C@]2(C)[C@](CC1)([C@@H]1CC[C@@H]3C[C@H](CC[C@]3(C)[C@H]1CC2)OCOCC)O)C#CC(=O)O (17-hydroxy-17-carboxyethynyl-3beta-ethoxymethoxy-14-hydroxy-5beta,14beta-androstane), C (charcoal). The reagents and catalysts are [Pd] (palladium). Run in C(C)O (ethanol). The product is OC1([C@]2(C)[C@](CC1)([C@@H]1CC[C@@H]3C[C@H](CC[C@]3(C)[C@H]1CC2)OCOCC)O)CCC(=O)O (17-hydroxy-17-(2-carboxyethyl)-3beta-ethoxymethoxy-14-hydroxy-5beta,14beta-androstane). Reaction SMILES: [OH:1][C:2]1([C:27]#[C:28][C:29]([OH:31])=[O:30])[CH2:7][CH2:6][C@:5]2([OH:26])[C@H:8]3[C@H:18]([CH2:19][CH2:20][C@:3]12[CH3:4])[C@:16]1([CH3:17])[C@@H:11]([CH2:12][C@@H:13]([O:21][CH2:22][O:23][CH2:24][CH3:25])[CH2:14][CH2:15]1)[CH2:10][CH2:9]3.C>C(O)C.[Pd]>[OH:1][C:2]1([CH2:27][CH2:28][C:29]([OH:31])=[O:30])[CH2:7][CH2:6][C@:5]2([OH:26])[C@H:8]3[C@H:18]([CH2:19][CH2:20][C@:3]12[CH3:4])[C@:16]1([CH3:17])[C@@H:11]([CH2:12][C@@H:13]([O:21][CH2:22][O:23][CH2:24][CH3:25])[CH2:14][CH2:15]1)[CH2:10][CH2:9]3. Procedure details: A solution of 17-hydroxy-17-carboxyethynyl-3beta-ethoxymethoxy-14-hydroxy-5beta,14beta-androstane (30 mg), prepared as described in Example 12, in ethanol (5 ml), was hydrogenated at 2.72 atmosphere in a Parr apparatus in the presence of 10% palladium over charcoal. The reactants are N1=CC=C(C=C1)C=O (pyridine-4-aldehyde), C(C)OC(CC(=O)CN1C(C=2C(C1=O)=CC=CC2)=O)=O (phthalimidoacetoacetic acid ethyl ester), C(C)OC(\C=C(\C)/N)=O (β-aminocrotonic acid ethyl ester), C(C)O (ethanol). Product: C(C)OC(=O)C1=C(NC(=C(C1C1=NC=CC=C1)C(=O)OCC)C)CN1C(C=2C(C1=O)=CC=CC2)=O (2-Phthalimidomethyl-6-methyl-4-(-pyridyl)-1,4-dihydropyridine-3,5-dicarboxylic acid diethyl ester). Isolated yield 65.0%. As a reaction SMILES: [N:1]1[CH:6]=[CH:5][C:4](C=O)=[CH:3][CH:2]=1.[CH2:9]([O:11][C:12](=[O:28])[CH2:13][C:14]([CH2:16][N:17]1[C:21](=[O:22])[C:20]2=[CH:23][CH:24]=[CH:25][CH:26]=[C:19]2[C:18]1=[O:27])=O)[CH3:10].[CH2:29]([O:31][C:32](=[O:37])/[CH:33]=[C:34](\[NH2:36])/[CH3:35])[CH3:30].[CH2:38](O)C>>[CH2:9]([O:11][C:12]([C:13]1[CH:38]([C:6]2[CH:5]=[CH:4][CH:3]=[CH:2][N:1]=2)[C:33]([C:32]([O:31][CH2:29][CH3:30])=[O:37])=[C:34]([CH3:35])[NH:36][C:14]=1[CH2:16][N:17]1[C:21](=[O:22])[C:20]2=[CH:23][CH:24]=[CH:25][CH:26]=[C:19]2[C:18]1=[O:27])=[O:28])[CH3:10]. Reported procedure: A solution of 5.2 ccs of pyridine-4-aldehyde, 14.0 g of phthalimidoacetoacetic acid ethyl ester and 6.5 g of β-aminocrotonic acid ethyl ester in 80 ccs of ethanol is heated under reflux for 24 hours and, after cooling and filtering, white crystals of melting point 205°-207° C. (ethanol) are obtained, yield: 65%. Starting materials: CCN=C=NCCCN(C)C, CCN(C(C)C)C(C)C, Cl, CC(=O)c1c(C2CCNCC2)nc2c(-c3ccc(-c4ccccc4)nc3)cnn2c1N, CN(C)C=O, On1nnc2ccccc21. The product is CC(=O)c1c(C2CCN(C(=O)C(C)O)CC2)nc2c(-c3ccc(-c4ccccc4)nc3)cnn2c1N. As a reaction SMILES: [CH3:52][CH2:53][N:54]=[C:55]=[N:56][CH2:57][CH2:58][CH2:59][N:60]([CH3:61])[CH3:62].[CH:33]([N:34]([CH:35]([CH3:36])[CH3:37])[CH2:40][CH3:41])([CH3:38])[CH3:39].[ClH:1].[NH2:2][c:3]1[c:4]([C:30]([CH3:31])=[O:32])[c:5]([CH:24]2[CH2:25][CH2:26][NH:27][CH2:28][CH2:29]2)[n:6][c:7]2[n:8]1[n:9][cH:10][c:11]2-[c:12]1[cH:13][n:14][c:15](-[c:18]2[cH:19][cH:20][cH:21][cH:22][cH:23]2)[cH:16][cH:17]1.[O:63]=[CH:64][N:65]([CH3:66])[CH3:67].[OH:42][n:43]1[c:44]2[c:45]([cH:46][cH:47][cH:48][cH:49]2)[n:50][n:51]1>>[NH2:2][c:3]1[c:4]([C:30]([CH3:31])=[O:32])[c:5]([CH:24]2[CH2:25][CH2:26][N:27]([C:64]([CH:40]([CH3:41])[OH:42])=[O:63])[CH2:28][CH2:29]2)[n:6][c:7]2[n:8]1[n:9][cH:10][c:11]2-[c:12]1[cH:13][n:14][c:15](-[c:18]2[cH:19][cH:20][cH:21][cH:22][cH:23]2)[cH:16][cH:17]1. The reactants are CC(C)(C)OC(=O)N1CCN(C2CCN(C(=O)OCC3c4ccccc4-c4ccccc43)CC2)CC1, C1CCNCC1, ClCCl. Product: CC(C)(C)OC(=O)N1CCN(C2CCNCC2)CC1. RXN SMILES: [C:1]([CH3:2])([CH3:3])([CH3:4])[O:5][C:6](=[O:7])[N:8]1[CH2:9][CH2:10][N:11]([CH:14]2[CH2:15][CH2:16][N:17]([C:20]([O:21][CH2:22][CH:23]3[c:24]4[c:25]([cH:26][cH:27][cH:28][cH:29]4)-[c:30]4[c:31]3[cH:32][cH:33][cH:34][cH:35]4)=[O:36])[CH2:18][CH2:19]2)[CH2:12][CH2:13]1.[CH2:37]1[CH2:38][CH2:39][NH:40][CH2:41][CH2:42]1.[CH2:43]([Cl:44])[Cl:45]>>[C:1]([CH3:2])([CH3:3])([CH3:4])[O:5][C:6](=[O:7])[N:8]1[CH2:9][CH2:10][N:11]([CH:14]2[CH2:15][CH2:16][NH:17][CH2:18][CH2:19]2)[CH2:12][CH2:13]1.